This data is from the Open Reaction Database (ORD), a public repository of structured organic reaction records. The task is: describe an organic reaction: reactants, conditions, products, and yield Starting materials: NC1=C(C(=O)O)C=C(C(=C1)C)C (2-amino-4,5-dimethylbenzoic acid), C(C)(=O)O.C(=N)N (formamidine acetate), COCCO (2-methoxyethanol). Product: COC=1C=C2C(=NC=NC2=CC1OC)O (6,7-Dimethoxy-quinazolin-4-ol). Isolated yield 86.2%. RXN SMILES: [NH2:1][C:2]1[CH:10]=[C:9](C)[C:8](C)=[CH:7][C:3]=1[C:4](O)=[O:5].[C:13]([OH:16])(=O)C.[CH:17]([NH2:19])=N.[CH3:20][O:21]CCO>>[CH3:20][O:21][C:8]1[CH:7]=[C:3]2[C:2](=[CH:10][C:9]=1[O:16][CH3:13])[N:1]=[CH:17][N:19]=[C:4]2[OH:5] |f:1.2|. Procedure details: 2-amino-4,5-dimethylbenzoic acid (37)(5 g, 25.30 mmol) and formamidine acetate (5.2 g, 50.00 mmol) were dissolved in 2-methoxyethanol (80 ml) and the mixture heated to reflux for 16 hours. The mixture was cooled and concentrated in vacuo and suspended in a small volume of water. Sodium bicarbonate (5% aqueous solution) was added carefully (gas evolution) until pH 7 was attained. The suspension was filtered and the filtercake washed with water to give the title compound (4.50 g, 86.2%) as a brown... The reactants are CN1C=2C(C(=NC3=C1C=CC=C3)SC)=CSC2 (4-methyl-10-(methylthio)-4H-thieno[3,4-b][1,5]benzodiazepine), CN1CCNCC1 (N-methylpiperazine). The reagents and catalysts are C(C)(=O)O (acetic acid). The solvent is C(C)(=O)O (acetic acid). The product is CN1C=2C(C(=NC3=C1C=CC=C3)N3CCN(CC3)C)=CSC2 (4-Methyl-10-(4-methyl-1-piperazinyl)-4H-thieno[3,4-b][1,5]benzodiazepine). Reaction SMILES: [CH3:1][N:2]1[C:8]2[CH:9]=[CH:10][CH:11]=[CH:12][C:7]=2[N:6]=[C:5](SC)[C:4]2=[CH:15][S:16][CH:17]=[C:3]12.[CH3:18][N:19]1[CH2:24][CH2:23][NH:22][CH2:21][CH2:20]1>C(O)(=O)C>[CH3:1][N:2]1[C:8]2[CH:9]=[CH:10][CH:11]=[CH:12][C:7]=2[N:6]=[C:5]([N:22]2[CH2:23][CH2:24][N:19]([CH3:18])[CH2:20][CH2:21]2)[C:4]2=[CH:15][S:16][CH:17]=[C:3]12. Procedure details: A solution of 1.2 g. of 4-methyl-10-(methylthio)-4H-thieno[3,4-b][1,5]benzodiazepine in 6 ml. of N-methylpiperazine is treated with 2-3 drops of glacial acetic acid and heated under reflux for 4 days. The solution is concentratedto dryness and the residue is warmed with dilute acetic acid. The acidic solution is filtered, cooled, and made alkaline with concentrated ammonium hydroxide solution. The precipitate is collected, washed with water and dissolved in chloroform. The chloroform solution is... As a reaction SMILES: [CH3:10][CH2:11][O:12][C:13](=[O:14])[CH3:15].[ClH:17].[F:1][c:2]1[cH:3][n:4][cH:5][c:6]([C:8]#[N:9])[n:7]1.[OH2:16]>>[F:1][c:2]1[cH:3][n:4][cH:5][c:6]([C:8]([NH2:9])=[O:12])[n:7]1. The reactants are CCOC(C)=O, Cl, N#Cc1cncc(F)n1, O. Product: NC(=O)c1cncc(F)n1. Reactants: C(C1=CN=CC=C1)#N (nicotinonitrile), C[O-].[Na+] (sodium methoxide), C(C)(=O)O (acetic acid). Run in CO (methanol). Run at time 18 hour. Product: N1=CC(=CC=C1)C(OC)=N (methyl pyridine-3-carboximidate). Reaction SMILES: [C:1](#[N:8])[C:2]1[CH:7]=[CH:6][CH:5]=[N:4][CH:3]=1.C[O-].[Na+].[C:12](O)(=[O:14])C>CO>[N:4]1[CH:5]=[CH:6][CH:7]=[C:2]([C:1](=[NH:8])[O:14][CH3:12])[CH:3]=1 |f:1.2|. Reported procedure: A solution of nicotinonitrile (11.35 g) and sodium methoxide (1.1 g) in methanol was allowed to stand at ambient temperature under nitrogen for 18 hours, then acetic acid (1.2 ml) was added, and the solvent was removed in vacuo. The residue was triturated with cyclohexane, undissolved solid was removed by filtration, and the solvent was removed in vacuo to leave methyl pyridine-3-carboximidate as an orange oil (10.6 g). Starting materials: CN([C@H]1CNCC1)C ((R)—N,N-dimethylpyrrolidin-3-amine), ClC1=C2C(=NC=C1)C=C(S2)C(=O)N2CCCC2 ((7-Chlorothieno[3,2-b]pyridin-2-yl)(pyrrolidin-1-yl)methanone), N1CCCC1 (pyrrolidine). The yield is 58.0%. Reaction SMILES: [Cl:1][C:2]1[CH:7]=[CH:6][N:5]=[C:4]2[CH:8]=[C:9]([C:11]([N:13]3[CH2:17][CH2:16][CH2:15][CH2:14]3)=[O:12])[S:10][C:3]=12.[NH:18]1[CH2:22]CC[CH2:19]1.CN(C)[C@@H]1CCNC1>>[Cl:1][C:2]1[CH:7]=[CH:6][N:5]=[C:4]2[CH:8]=[C:9]([C:11]([N:13]3[CH2:17][CH2:16][C@@H:15]([N:18]([CH3:22])[CH3:19])[CH2:14]3)=[O:12])[S:10][C:3]=12. Yields the product ClC1=C2C(=NC=C1)C=C(S2)C(=O)N2C[C@@H](CC2)N(C)C ((R)-(7-Chlorothieno[3,2-b]pyridin-2-yl)(3-(dimethylamino)pyrrolidin-1-yl)methanone), solid. Procedure: Following the procedures described above for the compound 21 (example 5f, steps 1-3) but substituting pyrrolidine in the step 3 for (R)—N,N-dimethylpyrrolidin-3-amine, title compound 24 was obtained as a white solid (58% yield). MS (m/z): 310.0 (M+H). Reactants: ClCCS(=O)(=O)C1=CC=C(C=C1)O (4-(2-chloro-ethanesulfonyl)-phenol), C(C1=CC=CC=C1)[C@@H]1[C@@H](CNCC1)O ((3S,4S)-4-benzyl-piperidine-3-ol). Yields the product C(C1=CC=CC=C1)[C@@H]1[C@@H](CN(CC1)CCS(=O)(=O)C1=CC=C(C=C1)O)O ((−)(3S,4S)-4-Benzyl-1-[2-(4-hydroxy-benzenesulfonyl)-ethyl]-piperidin-3-ol). Isolated yield 66.0%. As a reaction SMILES: Cl[CH2:2][CH2:3][S:4]([C:7]1[CH:12]=[CH:11][C:10]([OH:13])=[CH:9][CH:8]=1)(=[O:6])=[O:5].[CH2:14]([C@H:21]1[CH2:26][CH2:25][NH:24][CH2:23][C@H:22]1[OH:27])[C:15]1[CH:20]=[CH:19][CH:18]=[CH:17][CH:16]=1>>[CH2:14]([C@H:21]1[CH2:26][CH2:25][N:24]([CH2:2][CH2:3][S:4]([C:7]2[CH:12]=[CH:11][C:10]([OH:13])=[CH:9][CH:8]=2)(=[O:6])=[O:5])[CH2:23][C@H:22]1[OH:27])[C:15]1[CH:16]=[CH:17][CH:18]=[CH:19][CH:20]=1. Procedure details: The title compound was prepared from 4-(2-chloro-ethanesulfonyl)-phenol and (3S,4S)-4-benzyl-piperidine-3-ol in 66% yield as a white solid.